Dataset: the Open Reaction Database (ORD), a public repository of structured organic reaction records. Task: describe an organic reaction: reactants, conditions, products, and yield Reactants: ClC(Cl)Cl, Cc1ccc(CO)c(Nc2cccc([N+](=O)[O-])c2)n1. The product is Cc1ccc(C=O)c(Nc2cccc([N+](=O)[O-])c2)n1. Reaction SMILES: [CH:20]([Cl:21])([Cl:22])[Cl:23].[OH:1][CH2:2][c:3]1[c:4]([NH:10][c:11]2[cH:12][c:13]([N+:17](=[O:18])[O-:19])[cH:14][cH:15][cH:16]2)[n:5][c:6]([CH3:9])[cH:7][cH:8]1>>[O:1]=[CH:2][c:3]1[c:4]([NH:10][c:11]2[cH:12][c:13]([N+:17](=[O:18])[O-:19])[cH:14][cH:15][cH:16]2)[n:5][c:6]([CH3:9])[cH:7][cH:8]1. Reactants: C1CCC2=NCCCN2CC1, Cl, O=P([O-])([O-])[O-], CCCCCC(O)C=CC1C(O)CC2OC(C(Br)CCCC(=O)OCCCCCO)CC21. The product is CCCCCC(O)C=CC1C(O)CC2OC(=CCCCC(=O)OCCCCCO)CC21. As a reaction SMILES: [CH2:33]1[CH2:34][CH2:35][C:36]2=[N:41][CH2:40][CH2:39][CH2:38][N:37]2[CH2:42][CH2:43]1.[ClH:44].[O-:45][P:46](=[O:47])([O-:48])[O-:49].[OH:1][CH2:2][CH2:3][CH2:4][CH2:5][CH2:6][O:7][C:8]([CH2:9][CH2:10][CH2:11][CH:12]([CH:13]1[CH2:14][CH:15]2[CH:16]([CH2:17][CH:18]([OH:29])[CH:19]2[CH:20]=[CH:21][CH:22]([CH2:23][CH2:24][CH2:25][CH2:26][CH3:27])[OH:28])[O:30]1)[Br:31])=[O:32]>>[OH:1][CH2:2][CH2:3][CH2:4][CH2:5][CH2:6][O:7][C:8]([CH2:9][CH2:10][CH2:11][CH:12]=[C:13]1[CH2:14][CH:15]2[CH:16]([CH2:17][CH:18]([OH:29])[CH:19]2[CH:20]=[CH:21][CH:22]([CH2:23][CH2:24][CH2:25][CH2:26][CH3:27])[OH:28])[O:30]1)=[O:32]. The reactants are BrC=1SC=C(N1)C(=O)NC=1C=NN(C1[C@@H]1CC[C@H]([C@@H](CO1)F)NC(OC(C)(C)C)=O)C (tert-butyl ((3S,4R,7S)-7-(4-(2-bromothiazole-4-carboxamido)-1-methyl-1H-pyrazol-5-yl)-3-fluorooxepan-4-yl)carbamate), BrC=1SC=C(N1)C(=O)NC=1C=NN(C1[C@@H]1CC[C@H]([C@@H](CO1)F)NC(OC(C)(C)C)=O)C (tert-butyl ((3S,4R,7S)-7-(4-(2-bromothiazole-4-carboxamido)-1-methyl-1H-pyrazol-5-yl)-3-fluorooxepan-4-yl)carbamate), CC=1C(=NC=CC1)B(O)O ((3-methylpyridin-2-yl)boronic acid). Product: N[C@@H]1CC[C@H](OC[C@H]1F)C1=C(C=NN1C)NC(=O)C=1N=C(SC1)C1=NC=CC=C1C (N-(5-((2S,5R,6S)-5-amino-6-fluorooxepan-2-yl)-1-methyl-1H-pyrazol-4-yl)-2-(3-methylpyridin-2-yl)thiazole-4-carboxamide). As a reaction SMILES: Br[C:2]1[S:3][CH:4]=[C:5]([C:7]([NH:9][C:10]2[CH:11]=[N:12][N:13]([CH3:31])[C:14]=2[C@H:15]2[O:21][CH2:20][C@@H:19]([F:22])[C@H:18]([NH:23]C(=O)OC(C)(C)C)[CH2:17][CH2:16]2)=[O:8])[N:6]=1.[CH3:32][C:33]1[C:34](B(O)O)=[N:35][CH:36]=[CH:37][CH:38]=1>>[NH2:23][C@H:18]1[C@H:19]([F:22])[CH2:20][O:21][C@H:15]([C:14]2[N:13]([CH3:31])[N:12]=[CH:11][C:10]=2[NH:9][C:7]([C:5]2[N:6]=[C:2]([C:34]3[C:33]([CH3:32])=[CH:38][CH:37]=[CH:36][N:35]=3)[S:3][CH:4]=2)=[O:8])[CH2:16][CH2:17]1. Procedure: Following the procedure for Example 101 starting from tert-butyl ((3S,4R,7S)-7-(4-(2-bromothiazole-4-carboxamido)-1-methyl-1H-pyrazol-5-yl)-3-fluorooxepan-4-yl)carbamate (Intermediate 99), and replacing 3,6-dihydro-2H-pyran-4-boronic acid pinacol ester with (3-methylpyridin-2-yl)boronic acid gave 231. 1H NMR (400 MHz, DMSO-d6) δ 9.51 (s, 1H), 8.53 (dd, J=4.7, 1.5 Hz, 1H), 8.47 (s, 1H), 7.91-7.83 (m, 1H), 7.81 (s, 1H), 7.45 (dd, J=7.7, 4.6 Hz, 1H), 4.84 (dd, J=10.7, 3.6 Hz, 1H), 4.53-4.30 (m, 1H)...